Dataset: the Open Reaction Database (ORD), a public repository of structured organic reaction records. Task: describe an organic reaction: reactants, conditions, products, and yield The reactants are Br, COCCn1c(=N)sc2ccccc21, O=C(O)c1cccc(I)c1. Yields the product COCCn1c(=NC(=O)c2cccc(I)c2)sc2ccccc21. As a reaction SMILES: [BrH:1].[CH3:2][O:3][CH2:4][CH2:5][n:6]1[c:7](=[NH:15])[s:8][c:9]2[c:10]1[cH:11][cH:12][cH:13][cH:14]2.[I:16][c:17]1[cH:18][c:19]([C:20](=[O:21])[OH:22])[cH:23][cH:24][cH:25]1>>[CH3:2][O:3][CH2:4][CH2:5][n:6]1[c:7](=[N:15][C:20]([c:19]2[cH:18][c:17]([I:16])[cH:25][cH:24][cH:23]2)=[O:21])[s:8][c:9]2[c:10]1[cH:11][cH:12][cH:13][cH:14]2. Starting materials: S-(+)-glycidyl-3-nitrobenzenesulfonate, CC(CN1N=C(C=C1)[N+](=O)[O-])(C)O (2-methyl-1-(3-nitro-pyrazol-1-yl)-propan-2-ol), CN(C)C=O (DMF), C(C)(=O)OCC (ethyl acetate), [H-].[Na+] (NaH). Run in [NH4+].[Cl-] (NH4Cl). Conditions: temperature 0 celsius, time 5 minute. Product: CC(CN1N=C(C=C1)[N+](=O)[O-])(C)OC[C@H]1OC1 (1-[2-methyl-2-((S)-1-oxiranylmethoxy)-propyl]-3-nitro-1H-pyrazole). Isolated yield 43.1%. RXN SMILES: [CH3:1][C:2]([OH:13])([CH3:12])[CH2:3][N:4]1[CH:8]=[CH:7][C:6]([N+:9]([O-:11])=[O:10])=[N:5]1.CN(C=O)C.[H-].[Na+].[C:21]([O:24][CH2:25][CH3:26])(=O)C>[NH4+].[Cl-]>[CH3:12][C:2]([O:13][CH2:26][C@@H:25]1[CH2:21][O:24]1)([CH3:1])[CH2:3][N:4]1[CH:8]=[CH:7][C:6]([N+:9]([O-:11])=[O:10])=[N:5]1 |f:2.3,5.6|. Procedure details: A mixture of 2-methyl-1-(3-nitro-pyrazol-1-yl)-propan-2-ol (0.64 g, 3.46 mmol), and DMF (30 mL) was stirred at 0° C. for 5 min, then NaH (60% dispersion in oil, 0.415 g, 17.3 mmol) was added and stirred 20 min at 0° C. S-(+)-glycidyl-3-nitrobenzenesulfonate (1.79 g, 6.92 mmol) was added and stirred at 0° C. for 1 h then warmed to 25° C. for 3 h. The mixture was then diluted with NH4Cl(s), ethyl acetate, the organic phase was separated, washed with NaHCO3(satd) dried with Na2SO4, and filtered. Th... The reactants are COC(=O)C1=CC2=C(NC(=N2)C2=CC=CC=3C(C4=CC=CC=C4C23)=O)C=C1 (4-(5-methoxycarbonyl-1H-benzimidazol-2-yl)-9H-fluoren-9-one), aqueous solution, aqueous solution, [OH-].[Li+] (lithium hydroxide), Cl (hydrochloric acid), O (water), C(C)(C)OC(C)C (diisopropyl ether). Solvent: CO (methanol). Conditions: temperature 10 celsius. The product is C(=O)(O)C1=CC2=C(NC(=N2)C2=CC=CC=3C(C4=CC=CC=C4C23)=O)C=C1 (4-(5-carboxy-1H-benzimidazol-2-yl)-9H-fluoren-9-one). Reaction SMILES: [OH-].[Li+].O.Cl.C(OC(C)C)(C)C.C[O:13][C:14]([C:16]1[CH:38]=[CH:37][C:19]2[NH:20][C:21]([C:23]3[C:35]4[C:34]5[C:29](=[CH:30][CH:31]=[CH:32][CH:33]=5)[C:28](=[O:36])[C:27]=4[CH:26]=[CH:25][CH:24]=3)=[N:22][C:18]=2[CH:17]=1)=[O:15]>CO>[C:14]([C:16]1[CH:38]=[CH:37][C:19]2[NH:20][C:21]([C:23]3[C:35]4[C:34]5[C:29](=[CH:30][CH:31]=[CH:32][CH:33]=5)[C:28](=[O:36])[C:27]=4[CH:26]=[CH:25][CH:24]=3)=[N:22][C:18]=2[CH:17]=1)([OH:15])=[O:13] |f:0.1|. Procedure: In a 50 ml round-bottomed flask under argon, dissolve 1 g of [4-(5-methoxycarbonyl-1H-benzimidazol-2-yl)-9H-fluoren-9-one, obtained as in stage 2 of Example 205, in 15 ml of methanol, and then add 5.9 ml of a 1.2M aqueous solution of lithium hydroxide and reflux for 24 hours. Bring to dryness under reduced pressure, add water, cool to 10° C., and then acidify to pH 4-5 with a 1M aqueous solution of hydrochloric acid. The crude product is filtered, washed with water and then dried. The solid obta... Starting materials: O (water), [BH4-].[Na+] (sodium borohydride), CC1=CC=C(O1)C(=O)[C@@H]1OCCC1 ((5-methylfuran-2-yl)-(R)-tetrahydrofuran-2-ylmethanone), C(C)(=O)OCC (ethyl acetate). Solvent: O1CCCC1 (tetrahydrofuran). Reaction conditions: temperature 0 celsius, time 3 hour. The product is CC1=CC=C(O1)[C@H](O)C1OCCC1 ((5-methylfuran-2-yl)-(R)-tetrahydrofuran-2-ylmethanol). The yield is 92.0%. RXN SMILES: [BH4-].[Na+].[CH3:3][C:4]1[O:8][C:7]([C:9]([C@H:11]2[CH2:15][CH2:14][CH2:13][O:12]2)=[O:10])=[CH:6][CH:5]=1.C(OCC)(=O)C.O>O1CCCC1>[CH3:3][C:4]1[O:8][C:7]([C@@H:9]([CH:11]2[CH2:15][CH2:14][CH2:13][O:12]2)[OH:10])=[CH:6][CH:5]=1 |f:0.1|. Procedure details: 2.27 g (59.9 mmol; 1.20 eq) of sodium borohydride were added in small portions to a solution of 9.00 g (49.9 mmol; 1.0 eq) of (5-methylfuran-2-yl)-(R)-tetrahydrofuran-2-ylmethanone in 100 ml of tetrahydrofuran cooled to 0° C. The reaction medium was stirred at ambient temperature for 3 hours. The reaction medium was poured into 200 ml of ethyl acetate and then 100 ml of water were added. The aqueous phase was extracted with ethyl acetate and then the organic phases were combined, washed with a s... Starting materials: C(C)(C)(C)C1=C(C=C(C=C1)C)SC1=C(CC(OC1=O)(CCC1=CC=CC=C1)C1=CC=C(OCCOS(=O)(=O)C)C=C1)O (methanesulfonic acid 2-{4-[5-(2-tert-butyl-5-methyl-phenylsulfanyl)-4-hydroxy-6-oxo-2-phenethyl-3,6-dihydro-2H-pyran-2-yl]-phenoxy}-ethyl ester), Cl (HCl), C(=O)([O-])[O-].[K+].[K+] (K2CO3), N1CCOCC1 (morpholine). The solvent is CN(C)C=O (DMF), O (H2O). Reaction conditions: time 8 hour. Yields the product C(C)(C)(C)C1=C(C=C(C=C1)C)SC=1C(OC(CC1O)(CCC1=CC=CC=C1)C1=CC=C(C=C1)OCCN1CCOCC1)=O (3-(2-tert-Butyl-5-methyl-phenylsulfanyl)-4-hydroxy-6-[4-(2-morpholin-4-yl-ethoxy)-phenyl]-6-phenethyl-5,6-dihydro-pyran-2-one). Reaction SMILES: [C:1]([C:5]1[CH:10]=[CH:9][C:8]([CH3:11])=[CH:7][C:6]=1[S:12][C:13]1[C:18](=[O:19])[O:17][C:16]([C:28]2[CH:41]=[CH:40][C:31]([O:32][CH2:33][CH2:34]OS(C)(=O)=O)=[CH:30][CH:29]=2)([CH2:20][CH2:21][C:22]2[CH:27]=[CH:26][CH:25]=[CH:24][CH:23]=2)[CH2:15][C:14]=1[OH:42])([CH3:4])([CH3:3])[CH3:2].C([O-])([O-])=O.[K+].[K+].[NH:49]1[CH2:54][CH2:53][O:52][CH2:51][CH2:50]1.Cl>CN(C=O)C.O>[C:1]([C:5]1[CH:10]=[CH:9][C:8]([CH3:11])=[CH:7][C:6]=1[S:12][C:13]1[C:18](=[O:19])[O:17][C:16]([C:28]2[CH:29]=[CH:30][C:31]([O:32][CH2:33][CH2:34][N:49]3[CH2:54][CH2:53][O:52][CH2:51][CH2:50]3)=[CH:40][CH:41]=2)([CH2:20][CH2:21][C:22]2[CH:23]=[CH:24][CH:25]=[CH:26][CH:27]=2)[CH2:15][C:14]=1[OH:42])([CH3:4])([CH3:2])[CH3:3] |f:1.2.3|. Procedure details: The title compound was prepared by combining methanesulfonic acid 2-{4-[5-(2-tert-butyl-5-methyl-phenylsulfanyl)-4-hydroxy-6-oxo-2-phenethyl-3,6-dihydro-2H-pyran-2-yl]-phenoxy}-ethyl ester (0.07 g, 0.115 mmol) from the previous paragraph, K2CO3 (0.08 g, 0.57 mmol), and morpholine (0.15 mL, 1.72 mmol) in DMF (2 mL). The reaction was stirred overnight at room temperature then combined with H2O and acidified to pH 6.0 with 1N HCl. The product was extracted with EtOAc, dried (MgSO4) and concentrated...